This data is from the Open Reaction Database (ORD), a public repository of structured organic reaction records. The task is: describe an organic reaction: reactants, conditions, products, and yield Starting materials: C(C)(=O)C1=CC=CC=C1 (Acetophenone). Run in O (water). Reaction conditions: time 24 hour. Yields the product C1(=CC=CC=C1)[C@H](C)O (1-phenyl-(1S)-ethan-1-ol). As a reaction SMILES: [C:1]([C:4]1[CH:9]=[CH:8][CH:7]=[CH:6][CH:5]=1)(=[O:3])[CH3:2]>O>[C:4]1([C@@H:1]([OH:3])[CH3:2])[CH:9]=[CH:8][CH:7]=[CH:6][CH:5]=1. Procedure: Washed phaseolus aureus L (green grams) 50 g. were taken into a conical flask and allowed to soak in deionised water (400 ml) for a period of 24 hr. Acetophenone (0.500 g; 0.004 moles) I(a) was added to the soaked phaseolus aureus L (green grams) in the above water, covered and allowed to shake for 24 hr at 15–20° C. Then the green grams were filtered off and washed with deionised water (3×100 ml). The combined filtrate was extracted with chloroform (3×500 ml). The chloroform layer was dried and... Reactants: CS(=O)(=O)C1=NC=CC(=C1)C1(CC1)NC(=O)C=1C=2C=NN(C2C=C(C1)Br)C1=CC=C(C=C1)F (6-bromo-1-(4-fluoro-phenyl)-1H-indazole-4-carboxylic acid [1-(2-methanesulfonyl-pyridin-4-yl)-cyclopropyl]-amide), CS(=O)(=O)C1=NC=CC(=C1)C1(CC1)NC(=O)C=1C=2C=NN(C2C=C(C1)I)C1=CC=C(C=C1)F (1-(4-fluoro-phenyl)-6-iodo-1H-indazole-4-carboxylic acid [1-(2-methanesulfonyl-pyridin-4-yl)-cyclopropyl]-amide). The reagents and catalysts are C=1C=CC(=CC1)[P](C=2C=CC=CC2)(C=3C=CC=CC3)[Pd]([P](C=4C=CC=CC4)(C=5C=CC=CC5)C=6C=CC=CC6)([P](C=7C=CC=CC7)(C=8C=CC=CC8)C=9C=CC=CC9)[P](C=1C=CC=CC1)(C=1C=CC=CC1)C=1C=CC=CC1 (tetrakis(triphenylphosphine)palladium), [C-]#N.[Zn+2].[C-]#N (zinc cyanide). Run in CN(C)C=O (DMF). Run at temperature 120 celsius, time 3 hour. The product is CS(=O)(=O)C1=NC=CC(=C1)C1(CC1)NC(=O)C=1C=2C=NN(C2C=C(C1)C#N)C1=CC=C(C=C1)F (6-cyano-1-(4-fluoro-phenyl)-1H-indazole-4-carboxylic acid [1-(2-methanesulfonyl-pyridin-4-yl)-cyclopropyl]-amide). As a reaction SMILES: [CH3:1][S:2]([C:5]1[CH:10]=[C:9]([C:11]2([NH:14][C:15]([C:17]3[C:18]4[CH:19]=[N:20][N:21]([C:27]5[CH:32]=[CH:31][C:30]([F:33])=[CH:29][CH:28]=5)[C:22]=4[CH:23]=[C:24](Br)[CH:25]=3)=[O:16])[CH2:13][CH2:12]2)[CH:8]=[CH:7][N:6]=1)(=[O:4])=[O:3].CS([C:38]1C=C(C2(NC(C3C4C=NN(C5C=CC(F)=CC=5)C=4C=C(I)C=3)=O)CC2)C=C[N:39]=1)(=O)=O>CN(C=O)C.C1C=CC([P]([Pd]([P](C2C=CC=CC=2)(C2C=CC=CC=2)C2C=CC=CC=2)([P](C2C=CC=CC=2)(C2C=CC=CC=2)C2C=CC=CC=2)[P](C2C=CC=CC=2)(C2C=CC=CC=2)C2C=CC=CC=2)(C2C=CC=CC=2)C2C=CC=CC=2)=CC=1.[C-]#N.[Zn+2].[C-]#N>[CH3:1][S:2]([C:5]1[CH:10]=[C:9]([C:11]2([NH:14][C:15]([C:17]3[C:18]4[CH:19]=[N:20][N:21]([C:27]5[CH:32]=[CH:31][C:30]([F:33])=[CH:29][CH:28]=5)[C:22]=4[CH:23]=[C:24]([C:38]#[N:39])[CH:25]=3)=[O:16])[CH2:13][CH2:12]2)[CH:8]=[CH:7][N:6]=1)(=[O:4])=[O:3] |f:4.5.6,^1:75,77,96,115|. Procedure details: To a stirred solution of 6-bromo-1-(4-fluoro-phenyl)-1H-indazole-4-carboxylic acid [1-(2-methanesulfonyl-pyridin-4-yl)-cyclopropyl]-amide, and 1-(4-fluoro-phenyl)-6-iodo-1H-indazole-4-carboxylic acid [1-(2-methanesulfonyl-pyridin-4-yl)-cyclopropyl]-amide (150 mg) in DMF (1.0 mL, degassed and anhydrous) is added tetrakis(triphenylphosphine)palladium (33 mg, 0.028 mmol) and zinc cyanide (40 mg, 0.34 mmol). The solution is evacuated and purged with Argon (3 times) and warmed to 120° C. After 3 hour...